Dataset: the Open Reaction Database (ORD), a public repository of structured organic reaction records. Task: describe an organic reaction: reactants, conditions, products, and yield Starting materials: C(C)OC(=O)C=1NC(=NC1C)C1=CC=CC2=CC=CC=C12 (5-methyl-2-naphthalen-1-yl-3H-imidazole-4-carboxylic acid ethyl ester), [H-].[Na+] (NaH), C(C)I (EtI), O (H2O). RXN SMILES: [CH2:1]([O:3][C:4]([C:6]1[NH:7][C:8]([C:12]2[C:21]3[C:16](=[CH:17][CH:18]=[CH:19][CH:20]=3)[CH:15]=[CH:14][CH:13]=2)=[N:9][C:10]=1[CH3:11])=[O:5])[CH3:2].[H-].[Na+].[CH2:24](I)[CH3:25].O>CN(C=O)C>[CH2:1]([O:3][C:4]([C:6]1[N:7]([CH2:24][CH3:25])[C:8]([C:12]2[C:21]3[C:16](=[CH:17][CH:18]=[CH:19][CH:20]=3)[CH:15]=[CH:14][CH:13]=2)=[N:9][C:10]=1[CH3:11])=[O:5])[CH3:2].[CH2:1]([O:3][C:4]([C:6]1[N:7]=[C:8]([C:12]2[C:21]3[C:16](=[CH:17][CH:18]=[CH:19][CH:20]=3)[CH:15]=[CH:14][CH:13]=2)[N:9]([CH2:24][CH3:25])[C:10]=1[CH3:11])=[O:5])[CH3:2] |f:1.2|. Yields the product C(C)OC(=O)C=1N(C(=NC1C)C1=CC=CC2=CC=CC=C12)CC (3-ethyl-5-methyl-2-naphthalen-1-yl-3H-imidazole-4-carboxylic acid ethyl ester), C(C)OC(=O)C=1N=C(N(C1C)CC)C1=CC=CC2=CC=CC=C12 (1-ethyl-5-methyl-2-naphthalen-1-yl-1H-imidazole-4-carboxylic acid ethyl ester). Run in CN(C)C=O (DMF). Reported procedure: To a solution of 5-methyl-2-naphthalen-1-yl-3H-imidazole-4-carboxylic acid ethyl ester (1.5 g) in DMF (30 ml) is added NaH (320 mg, 60%) at rt. The solution is stirred for 30 min, and EtI (0.6 ml) is added. After 30 min, the mixture is cooled to 0° C. and H2O is added. The mixture is then extracted with EtOAc. The extracts are combined, dried, evaporated and purified by column (EtOAc:Hexanes 1:1) to give 3-ethyl-5-methyl-2-naphthalen-1-yl-3H-imidazole-4-carboxylic acid ethyl ester [LCMS 309.4 (M... Conditions: temperature 0 celsius, time 30 minute. Product: Cc1ccc(C(=O)NC2CC2)cc1-c1ccc2c(N3C(C)CCC3C(=O)NC(C)C)nncc2c1. Reaction SMILES: [Br:23][c:24]1[cH:25][c:26]2[cH:27][n:28][n:29][c:30]([N:34]3[CH:35]([C:40](=[O:41])[NH:42][CH:43]([CH3:44])[CH3:45])[CH2:36][CH2:37][CH:38]3[CH3:39])[c:31]2[cH:32][cH:33]1.[C:49](=[O:50])([O-:51])[O-:52].[CH3:46][CH2:47][OH:48].[CH3:56][CH2:57][O:58][C:59](=[O:60])[CH3:61].[CH:1]1([NH:4][C:5]([c:6]2[cH:7][c:8]([B:13]3[O:14][C:15]([CH3:16])([CH3:17])[C:18]([CH3:19])([CH3:20])[O:21]3)[c:9]([CH3:12])[cH:10][cH:11]2)=[O:22])[CH2:2][CH2:3]1.[K+:53].[K+:54].[OH2:55].[cH:62]1[cH:63][cH:64][c:65]([P:66]([Pd:67]([P:68]([c:69]2[cH:70][cH:71][cH:72][cH:73][cH:74]2)([c:75]2[cH:76][cH:77][cH:78][cH:79][cH:80]2)[c:81]2[cH:82][cH:83][cH:84][cH:85][cH:86]2)([P:87]([c:88]2[cH:89][cH:90][cH:91][cH:92][cH:93]2)([c:94]2[cH:95][cH:96][cH:97][cH:98][cH:99]2)[c:100]2[cH:101][cH:102][cH:103][cH:104][cH:105]2)[P:106]([c:107]2[cH:108][cH:109][cH:110][cH:111][cH:112]2)([c:113]2[cH:114][cH:115][cH:116][cH:117][cH:118]2)[c:119]2[cH:120][cH:121][cH:122][cH:123][cH:124]2)([c:125]2[cH:126][cH:127][cH:128][cH:129][cH:130]2)[c:131]2[cH:132][cH:133][cH:134][cH:135][cH:136]2)[cH:137][cH:138]1>>[CH:1]1([NH:4][C:5]([c:6]2[cH:7][c:8](-[c:24]3[cH:25][c:26]4[cH:27][n:28][n:29][c:30]([N:34]5[CH:35]([C:40](=[O:41])[NH:42][CH:43]([CH3:44])[CH3:45])[CH2:36][CH2:37][CH:38]5[CH3:39])[c:31]4[cH:32][cH:33]3)[c:9]([CH3:12])[cH:10][cH:11]2)=[O:22])[CH2:2][CH2:3]1. Starting materials: CC(C)NC(=O)C1CCC(C)N1c1nncc2cc(Br)ccc12, O=C([O-])[O-], CCO, CCOC(C)=O, Cc1ccc(C(=O)NC2CC2)cc1B1OC(C)(C)C(C)(C)O1, [K+], [K+], O, c1ccc(P(c2ccccc2)(c2ccccc2)[Pd](P(c2ccccc2)(c2ccccc2)c2ccccc2)(P(c2ccccc2)(c2ccccc2)c2ccccc2)P(c2ccccc2)(c2ccccc2)c2ccccc2)cc1. Reactants: [Br-], N#Cc1c[nH]cn1, C1CCOC1, CC(C)[Mg+], [Na+], [OH-], O, O=S(=O)(O)O. Yields the product CC(C)C(=O)c1c[nH]cn1. RXN SMILES: [Br-:8].[C:1](#[N:2])[c:3]1[n:4][cH:5][nH:6][cH:7]1.[CH2:20]1[O:21][CH2:22][CH2:23][CH2:24]1.[CH:9]([CH3:10])([CH3:11])[Mg+:12].[Na+:19].[OH-:18].[OH2:25].[S:13]([OH:14])(=[O:15])(=[O:16])[OH:17]>>[C:1]([c:3]1[n:4][cH:5][nH:6][cH:7]1)([CH:9]([CH3:10])[CH3:11])=[O:14]. Starting materials: C, CCOC(C)=O, [H][H], CC(C)(C)OC(=O)N1CCN(CCOc2ccc(C(F)(F)F)cc2[N+](=O)[O-])CC1, [Pd]. The product is CC(C)(C)OC(=O)N1CCN(CCOc2ccc(C(F)(F)F)cc2N)CC1. Reaction SMILES: [C:32].[CH3:34][CH2:35][O:36][C:37]([CH3:38])=[O:39].[H:30][H:31].[N+:1]([O-:2])(=[O:3])[c:4]1[c:5]([O:6][CH2:7][CH2:8][N:9]2[CH2:10][CH2:11][N:12]([C:15](=[O:16])[O:17][C:18]([CH3:19])([CH3:20])[CH3:21])[CH2:13][CH2:14]2)[cH:22][cH:23][c:24]([C:26]([F:27])([F:28])[F:29])[cH:25]1.[Pd:33]>>[NH2:1][c:4]1[c:5]([O:6][CH2:7][CH2:8][N:9]2[CH2:10][CH2:11][N:12]([C:15](=[O:16])[O:17][C:18]([CH3:19])([CH3:20])[CH3:21])[CH2:13][CH2:14]2)[cH:22][cH:23][c:24]([C:26]([F:27])([F:28])[F:29])[cH:25]1. Reactants: O.NC1=NC(=NC(=C1)O)S (4-amino-6-hydroxy-2-mercaptopyrimidine monohydrate), CC(C1=CC=CC=C1)Br (methylbenzyl bromide). The product is NC1=CC(=NC(=N1)SC(C)C1=CC=CC=C1)O (6-Amino-2-[(1-phenylethyl)thio]pyrimidin-4-ol). RXN SMILES: O.[NH2:2][C:3]1[CH:8]=[C:7]([OH:9])[N:6]=[C:5]([SH:10])[N:4]=1.[CH3:11][CH:12](Br)[C:13]1[CH:18]=[CH:17][CH:16]=[CH:15][CH:14]=1>>[NH2:2][C:3]1[N:4]=[C:5]([S:10][CH:12]([C:13]2[CH:18]=[CH:17][CH:16]=[CH:15][CH:14]=2)[CH3:11])[N:6]=[C:7]([OH:9])[CH:8]=1 |f:0.1|. Procedure details: The subtitle compound was prepared according to the procedure of Example 1 step i) treating 4-amino-6-hydroxy-2-mercaptopyrimidine monohydrate (5.0 g) with □-methylbenzyl bromide (5.74 g) to afford the subtitle compound which was used directly in the subsequent step. Starting materials: BrC1=C(OCC(=O)O)C=CC=C1 (2-(2-bromophenoxy)acetic acid), FC1=C(C=CC(=C1)B1OC(C(O1)(C)C)(C)C)C=1C=NC(=NC1)N (5-(2-fluoro-4-(4,4,5,5-tetramethyl-1,3,2-dioxaborolan-2-yl)phenyl)pyrimidin-2-amine). The product is NC1=NC=C(C=N1)C1=C(C=C(C=C1)C1=C(C=CC=C1)OCC(=O)O)F ({[4′-(2-Aminopyrimidin-5-yl)-3′-fluorobiphenyl-2-yl]oxy}acetic acid). Reaction SMILES: Br[C:2]1[CH:12]=[CH:11][CH:10]=[CH:9][C:3]=1[O:4][CH2:5][C:6]([OH:8])=[O:7].[F:13][C:14]1[CH:19]=[C:18](B2OC(C)(C)C(C)(C)O2)[CH:17]=[CH:16][C:15]=1[C:29]1[CH:30]=[N:31][C:32]([NH2:35])=[N:33][CH:34]=1>>[NH2:35][C:32]1[N:33]=[CH:34][C:29]([C:15]2[CH:16]=[CH:17][C:18]([C:2]3[CH:12]=[CH:11][CH:10]=[CH:9][C:3]=3[O:4][CH2:5][C:6]([OH:8])=[O:7])=[CH:19][C:14]=2[F:13])=[CH:30][N:31]=1. Procedure: The title compound was prepared in a manner similar to that described in Example 88 using 2-(2-bromophenoxy)acetic acid and 5-(2-fluoro-4-(4,4,5,5-tetramethyl-1,3,2-dioxaborolan-2-yl)phenyl)pyrimidin-2-amine. MS (ESI): mass calcd. for C18H14FN3O3, 339.10; m/z found, 339.9 [M+H]+. 1H NMR (400 MHz, DMSO-d6) δ 8.46 (d, J=1.4, 2H), 7.71 (d, J=13.3, 1H), 7.51 (d, J=5.7, 2H), 7.29 (dd, J=7.5, 1.7, 1H), 7.25-7.17 (m, 1H), 6.92-6.89 (m, 1H), 6.88-6.80 (m, 3H), 4.14 (s, 2H). Starting materials: CCOC(=O)c1nnn(Cc2ccc(OC)cc2)n1, CCO, [Na+], [OH-]. Product: COc1ccc(Cn2nnc(C(=O)O)n2)cc1. RXN SMILES: [CH2:1]([CH3:2])[O:3][C:4](=[O:5])[c:6]1[n:7][n:8][n:9]([CH2:11][c:12]2[cH:13][cH:14][c:15]([O:18][CH3:19])[cH:16][cH:17]2)[n:10]1.[CH3:22][CH2:23][OH:24].[Na+:21].[OH-:20]>>[O:3]=[C:4]([OH:5])[c:6]1[n:7][n:8][n:9]([CH2:11][c:12]2[cH:13][cH:14][c:15]([O:18][CH3:19])[cH:16][cH:17]2)[n:10]1.